Dataset: the Open Reaction Database (ORD), a public repository of structured organic reaction records. Task: describe an organic reaction: reactants, conditions, products, and yield Reactants: CN1CCCC1=O, CS(=O)(=O)c1nc(NC2CC2)n2ncc(C=C3NC(=O)NC3=O)c2n1, CS(=O)c1nc(NC2CC2)n2ncc(C=C3NC(=O)NC3=O)c2n1, [K+], [K+], O=C([O-])[O-], O, Oc1cccc(Cl)c1. Yields the product O=C1NC(=O)C(=Cc2cnn3c(NC4CC4)nc(Oc4cccc(Cl)c4)nc23)N1. RXN SMILES: [CH3:64][N:65]1[CH2:66][CH2:67][CH2:68][C:69]1=[O:70].[CH:1]1([NH:4][c:5]2[n:6][c:7]([S:22]([CH3:23])(=[O:24])=[O:25])[n:8][c:9]3[n:10]2[n:11][cH:12][c:13]3[CH:14]=[C:15]2[C:16](=[O:21])[NH:17][C:18](=[O:20])[NH:19]2)[CH2:2][CH2:3]1.[CH:26]1([NH:27][c:28]2[n:29]3[n:30][cH:31][c:32]([CH:33]=[C:34]4[C:35](=[O:36])[NH:37][C:38](=[O:39])[NH:40]4)[c:41]3[n:42][c:43]([S:44]([CH3:45])=[O:46])[n:47]2)[CH2:48][CH2:49]1.[K+:58].[K+:59].[O-:60][C:61]([O-:62])=[O:63].[OH2:71].[OH:50][c:51]1[cH:52][cH:53][cH:54][c:55]([Cl:56])[cH:57]1>>[CH:1]1([NH:4][c:5]2[n:6][c:7]([O:50][c:51]3[cH:52][cH:53][cH:54][c:55]([Cl:56])[cH:57]3)[n:8][c:9]3[n:10]2[n:11][cH:12][c:13]3[CH:14]=[C:15]2[C:16](=[O:21])[NH:17][C:18](=[O:20])[NH:19]2)[CH2:2][CH2:3]1.